Dataset: the Open Reaction Database (ORD), a public repository of structured organic reaction records. Task: describe an organic reaction: reactants, conditions, products, and yield The reactants are CCO, CCCCCC, CCC(C)(NC(=O)c1cc(Cl)c(C)c(Cl)c1)C(=O)C(Cl)Cl, [Pd]. Yields the product CCC(C)(NC(=O)c1cc(Cl)c(C)c(Cl)c1)C(=O)CCl. Reaction SMILES: [CH3:22][CH2:23][OH:24].[CH3:26][CH2:27][CH2:28][CH2:29][CH2:30][CH3:31].[Cl:1][c:2]1[cH:3][c:4]([C:5](=[O:6])[NH:7][C:8]([C:9]([CH:10]([Cl:11])[Cl:12])=[O:13])([CH3:14])[CH2:15][CH3:16])[cH:17][c:18]([Cl:21])[c:19]1[CH3:20].[Pd:25]>>[Cl:1][c:2]1[cH:3][c:4]([C:5](=[O:6])[NH:7][C:8]([C:9]([CH2:10][Cl:11])=[O:13])([CH3:14])[CH2:15][CH3:16])[cH:17][c:18]([Cl:21])[c:19]1[CH3:20]. The product is ClC1=CC(=C2C=NN(C2=C1)S(=O)(=O)C1=CC=CC=C1)C=1OC(=CN1)CN1C[C@H](O[C@@H](C1)C)C (6-Chloro-4-(5-{[(2R,6R)-2,6-dimethyl-4-morpholinyl]methyl}-1,3-oxazol-2-yl)-1-(phenylsulfonyl)-1H-indazole). Procedure: To a solution of 4-[5-(bromomethyl)-1,3-oxazol-2-yl]-6-chloro-1-(phenylsulfonyl)-1H-indazole (750 mg, 1.657 mmol) in dichloromethane (50 mL) stirred in air at room temp, was added neat 2,6-dimethylmorpholine (191 mg, 1.657 mmol, available from Aldrich as a mixture of isomers). The reaction mixture was stirred at 20° C. for 20 hr. Volatiles were removed using a rotary evaporator then the crude material was pre-absorbed onto Fluorosil™ and purified by column chromatography on silica (100 g) using ... Solvent: ClCCl (dichloromethane). Run at temperature 20 celsius, time 20 hour. The reactants are BrCC1=CN=C(O1)C1=C2C=NN(C2=CC(=C1)Cl)S(=O)(=O)C1=CC=CC=C1 (4-[5-(bromomethyl)-1,3-oxazol-2-yl]-6-chloro-1-(phenylsulfonyl)-1H-indazole), CC1CNCC(O1)C (2,6-dimethylmorpholine). Reaction SMILES: Br[CH2:2][C:3]1[O:7][C:6]([C:8]2[CH:16]=[C:15]([Cl:17])[CH:14]=[C:13]3[C:9]=2[CH:10]=[N:11][N:12]3[S:18]([C:21]2[CH:26]=[CH:25][CH:24]=[CH:23][CH:22]=2)(=[O:20])=[O:19])=[N:5][CH:4]=1.[CH3:27][CH:28]1[O:33][CH:32]([CH3:34])[CH2:31][NH:30][CH2:29]1>ClCCl>[Cl:17][C:15]1[CH:14]=[C:13]2[C:9]([CH:10]=[N:11][N:12]2[S:18]([C:21]2[CH:26]=[CH:25][CH:24]=[CH:23][CH:22]=2)(=[O:19])=[O:20])=[C:8]([C:6]2[O:7][C:3]([CH2:2][N:30]3[CH2:29][C@@H:28]([CH3:27])[O:33][C@H:32]([CH3:34])[CH2:31]3)=[CH:4][N:5]=2)[CH:16]=1. The reactants are C(C)(C)(C)OC(=O)NC1(CCCC1)C(=O)O (1-(tert-butoxycarbonylamino)cyclopentanecarboxylic acid), [H-].[H-].[H-].[H-].[Li+].[Al+3] (LiAlH4), CCOC(=O)C (AcOEt), ice water. The solvent is C1CCOC1 (THF). Reaction conditions: time 5 hour. The product is C(C)(C)(C)OC(=O)NC1(COCC1)CO ([3-(tert-butoxycarbonylamino)oxolan-3-yl]methanol). The yield is 46.0%. As a reaction SMILES: [C:1]([O:5][C:6]([NH:8][C:9]1([C:14]([OH:16])=O)[CH2:13]C[CH2:11][CH2:10]1)=[O:7])([CH3:4])([CH3:3])[CH3:2].[H-].[H-].[H-].[H-].[Li+].[Al+3].CC[O:25]C(C)=O>C1COCC1>[C:1]([O:5][C:6]([NH:8][C:9]1([CH2:13][OH:25])[CH2:10][CH2:11][O:16][CH2:14]1)=[O:7])([CH3:4])([CH3:3])[CH3:2] |f:1.2.3.4.5.6|. Reported procedure: To a solution of 1-(tert-butoxycarbonylamino)cyclopentanecarboxylic acid (6.57 g, 28.4 mmol) in THF (60 mL) was added LiAlH4 (2.89 g, 61.0 mol) at room temperature. After stirred for 5 h, the reaction mixture was poured into ice-water and stirred for 30 min. To the mixture was added AcOEt and stirred for 30 min. The mixture was filtered and the filtrate was extracted with AcOEt. The extraction mixture was washed with water and brine, dried over MgSO4, and concentrated in vacuo. The residue was p...